From a dataset of the Open Reaction Database (ORD), a public repository of structured organic reaction records. describe an organic reaction: reactants, conditions, products, and yield Starting materials: FC(C=1C=C(C(=O)N2[C@@H](CN(CC2)CC(C)=O)CC2=CNC3=CC=CC=C23)C=C(C1)C(F)(F)F)(F)F ((2R)-1-[3,5-bis(trifluoromethyl)benzoyl]-2-(1H-indol-3-ylmethyl)-4-(2-propanon-1-yl)piperazine), Cl.Cl.CN(CCON)C (O-[2-(dimethylamino)ethyl]hydroxylamine dihydrochloride), C(C)(=O)[O-].[Na+] (sodium acetate). The solvent is CO (methanol). Yields the product CN(CCON=C(CN1C[C@H](N(CC1)C(C1=CC(=CC(=C1)C(F)(F)F)C(F)(F)F)=O)CC1=CNC2=CC=CC=C12)C)C (1-{(2R)-1-[3,5-bis(trifluoromethyl)benzoyl]-2-(1H-indol-3-ylmethyl)-piperazin-4-yl}-2-propanone O-[2-(dimethylamino)-ethyl]oxime). Yield: 104.0%. RXN SMILES: [F:1][C:2]([F:36])([F:35])[C:3]1[CH:4]=[C:5]([CH:28]=[C:29]([C:31]([F:34])([F:33])[F:32])[CH:30]=1)[C:6]([N:8]1[CH2:13][CH2:12][N:11]([CH2:14][C:15](=O)[CH3:16])[CH2:10][C@H:9]1[CH2:18][C:19]1[C:27]2[C:22](=[CH:23][CH:24]=[CH:25][CH:26]=2)[NH:21][CH:20]=1)=[O:7].Cl.Cl.[CH3:39][N:40]([CH3:45])[CH2:41][CH2:42][O:43][NH2:44].C([O-])(=O)C.[Na+]>CO>[CH3:39][N:40]([CH3:45])[CH2:41][CH2:42][O:43][N:44]=[C:15]([CH3:16])[CH2:14][N:11]1[CH2:12][CH2:13][N:8]([C:6](=[O:7])[C:5]2[CH:4]=[C:3]([C:2]([F:36])([F:35])[F:1])[CH:30]=[C:29]([C:31]([F:33])([F:34])[F:32])[CH:28]=2)[C@H:9]([CH2:18][C:19]2[C:27]3[C:22](=[CH:23][CH:24]=[CH:25][CH:26]=3)[NH:21][CH:20]=2)[CH2:10]1 |f:1.2.3,4.5|. Procedure: A mixture of (2R)-1-[3,5-bis(trifluoromethyl)benzoyl]-2-(1H-indol-3-ylmethyl)-4-(2-propanon-1-yl)piperazine (255 mg), O-[2-(dimethylamino)ethyl]hydroxylamine dihydrochloride (89 mg), sodium acetate (catalytically), and methanol (10 mL) was heated under reflux for 2 h. The solvent was removed in vacuo, and the residue was treated with dichloromethane and NAOH (aq, 2N). The layers were separated, the organic layer was dried and concentrated in vacuo. The residue was purified by flash chromatograph... Reactants: NC(CCC)C(=O)O (DL-norvaline), C(C)O (ethanol), S(O)(O)(=O)=O (sulphuric acid). Product: C(C)OC(C(CCC)N)=O (2-aminopentanoic acid ethyl ester). Isolated yield 82.0%. Reaction SMILES: [NH2:1][CH:2]([C:6]([OH:8])=[O:7])[CH2:3][CH2:4][CH3:5].S(=O)(=O)(O)O.[CH2:14](O)[CH3:15]>>[CH2:14]([O:7][C:6](=[O:8])[CH:2]([NH2:1])[CH2:3][CH2:4][CH3:5])[CH3:15]. Reported procedure: A suspension of 11.72 g of DL-norvaline in 90 ml of ethanol was combined with 3.6 ml of concentrated sulphuric acid and the mixture refluxed for eight days. A clear solution was formed, from which, after cooling, ethanol was removed by distillation. The residue was redissolved in 200 ml of distilled water and the pH adjusted to a value of between 10 and 12 by adding potassium carbonate. Extraction was then performed three times with 50 ml portions of ethyl acetate, the mixture washed once with 5... Starting materials: FC(C1=CC(=NC=2N1N=CC2C(=O)O)C2=CC=C(C=C2)C(F)(F)F)(F)F (7-trifluoromethyl-5-(4-trifluoromethyl-phenyl)-pyrazolo[1,5-a]pyrimidine-3-carboxylic acid), NC1=NN=C(S1)S(=O)(=O)N (5-amino-[1,3,4]thiadiazole-2-sulfonic acid amide). The product is S(N)(=O)(=O)C1=NN=C(S1)NC(=O)C=1C=NN2C1N=C(C=C2C(F)(F)F)C2=CC=C(C=C2)C(F)(F)F (7-Trifluoromethyl-5-(4-trifluoromethyl-phenyl)-pyrazolo[1,5-a]pyrimidine-3-carboxylic acid (5-sulfamoyl-[1,3,4]thiadiazol-2-yl)-amide). Reaction SMILES: [F:1][C:2]([F:26])([F:25])[C:3]1[N:8]2[N:9]=[CH:10][C:11]([C:12]([OH:14])=O)=[C:7]2[N:6]=[C:5]([C:15]2[CH:20]=[CH:19][C:18]([C:21]([F:24])([F:23])[F:22])=[CH:17][CH:16]=2)[CH:4]=1.[NH2:27][C:28]1[S:32][C:31]([S:33]([NH2:36])(=[O:35])=[O:34])=[N:30][N:29]=1>>[S:33]([C:31]1[S:32][C:28]([NH:27][C:12]([C:11]2[CH:10]=[N:9][N:8]3[C:3]([C:2]([F:26])([F:1])[F:25])=[CH:4][C:5]([C:15]4[CH:16]=[CH:17][C:18]([C:21]([F:23])([F:24])[F:22])=[CH:19][CH:20]=4)=[N:6][C:7]=23)=[O:14])=[N:29][N:30]=1)(=[O:35])(=[O:34])[NH2:36]. Reported procedure: The title compound was prepared from 7-trifluoromethyl-5-(4-trifluoromethyl-phenyl)-pyrazolo[1,5-a]pyrimidine-3-carboxylic acid (example C.1) and 5-amino-[1,3,4]thiadiazole-2-sulfonic acid amide [commercially available, CAS 14949-00-9] according to general procedure II. The product is ( grad20/2 ), ClC1=NC(=C2N=CN(C2=N1)CC)NC1=CC(=CC=C1)Cl (2-chloro-6-(3-chloro-phenyl-amino)-9-ethyl-9H-purine), NC1CCC(CC1)N (1,4-diamino-cyclohexane). Procedure: Analogously to Example 1, 2-(trans-4-amino-cyclohexyl-amino)-6-(3-chloro-phenyl-amino)-9-ethyl-9H-purine; FAB-MS: (M+H)+=386; HPLC: tret (grad20/2)=8.47 minutes, and 2-(cis-4-amino-cyclohexyl-amino)-6-(3-chloro-phenyl-amino)-9-ethyl-9H-purine; FAB-MS: (M+H)+=386; HPLC: tret (grad20/2)=9.37 minutes are obtained from 308 mg (1.00 mmol) of 2-chloro-6-(3-chloro-phenyl-amino)-9-ethyl-9H-purine [described in Stage 1.2] and 3.26 g (28.6 mmol) of 1,4-diamino-cyclohexane (cis/trans mixture) after 25 h at... RXN SMILES: [NH2:1][C@H:2]1[CH2:7][CH2:6][C@H:5]([NH:8][C:9]2[N:17]=[C:16]3[C:12]([N:13]=[CH:14][N:15]3[CH2:18][CH3:19])=[C:11]([NH:20][C:21]3[CH:26]=[CH:25][CH:24]=[C:23]([Cl:27])[CH:22]=3)[N:10]=2)[CH2:4][CH2:3]1.N[C@@H]1CC[C@H](NC2N=C3C(N=CN3CC)=C(NC3C=CC=C([Cl:54])C=3)N=2)CC1>>[Cl:54][C:9]1[N:17]=[C:16]2[C:12]([N:13]=[CH:14][N:15]2[CH2:18][CH3:19])=[C:11]([NH:20][C:21]2[CH:26]=[CH:25][CH:24]=[C:23]([Cl:27])[CH:22]=2)[N:10]=1.[NH2:1][CH:2]1[CH2:7][CH2:6][CH:5]([NH2:8])[CH2:4][CH2:3]1. Starting materials: ( grad20/2 ), N[C@H]1CC[C@H](CC1)NC1=NC(=C2N=CN(C2=N1)CC)NC1=CC(=CC=C1)Cl (2-(cis-4-amino-cyclohexyl-amino)-6-(3-chloro-phenyl-amino)-9-ethyl-9H-purine), N[C@@H]1CC[C@H](CC1)NC1=NC(=C2N=CN(C2=N1)CC)NC1=CC(=CC=C1)Cl (2-(trans-4-amino-cyclohexyl-amino)-6-(3-chloro-phenyl-amino)-9-ethyl-9H-purine).